From a dataset of the Open Reaction Database (ORD), a public repository of structured organic reaction records. describe an organic reaction: reactants, conditions, products, and yield Reactants: Cl.NC=1C=C(C=CC1)C1=NC2=C(N1C)C=CC(=C2)C(=O)NCCCC(=O)OC (2-(3-amino-phenyl)-5-[(3-methoxycarbonyl-propyl)-aminocarbonyl]-1-methyl-benzimidazole-hydrochloride), N#CN (cyanamide). Run in O1CCOCC1 (dioxane). Product: N(C(=N)N)C=1C=C(C=CC1)C1=NC2=C(N1C)C=CC(=C2)C(=O)NCCCC(=O)OC (2-(3-Guanidino-phenyl)-5-[(3-methoxycarbonyl-propyl)-aminocarbonyl]-1-methyl-benzimidazole). RXN SMILES: Cl.[NH2:2][C:3]1[CH:4]=[C:5]([C:9]2[N:13]([CH3:14])[C:12]3[CH:15]=[CH:16][C:17]([C:19]([NH:21][CH2:22][CH2:23][CH2:24][C:25]([O:27][CH3:28])=[O:26])=[O:20])=[CH:18][C:11]=3[N:10]=2)[CH:6]=[CH:7][CH:8]=1.[N:29]#[C:30][NH2:31]>O1CCOCC1>[NH:2]([C:3]1[CH:4]=[C:5]([C:9]2[N:13]([CH3:14])[C:12]3[CH:15]=[CH:16][C:17]([C:19]([NH:21][CH2:22][CH2:23][CH2:24][C:25]([O:27][CH3:28])=[O:26])=[O:20])=[CH:18][C:11]=3[N:10]=2)[CH:6]=[CH:7][CH:8]=1)[C:30]([NH2:31])=[NH:29] |f:0.1|. Procedure details: Prepared from 2-(3-amino-phenyl)-5-[(3-methoxycarbonyl-propyl)-aminocarbonyl]-1-methyl-benzimidazole-hydrochloride by refluxing for 3 hours with cyanamide in dioxane. The reactants are ClCC1(C(OC1C)C)CC (3-chloromethyl-3-ethyl-2,4-dimethyl-oxetane), C1=CC(=CC=C1C2=CC=C(C=C2)O)O (4,4′-bisphenol), [OH-].[K+] (potassium hydroxide). The reagents and catalysts are [Br-].C(CCC)[P+](CCCC)(CCCC)CCCC (tetrabutylphosphonium bromide). Run in O (water). Conditions: temperature 110 celsius, time 8 hour. Yields the product CC1OC(C1(CC)COC1=CC=C(C=C1)C1=CC=C(C=C1)OCC1(C(OC1C)C)CC)C (4,4′-bis[(2,4-dimethyl-3-ethyl-3-oxetanyl)methoxy]biphenyl). Reaction SMILES: Cl[CH2:2][C:3]1([CH2:9][CH3:10])[CH:6]([CH3:7])[O:5][CH:4]1[CH3:8].[CH:11]1[C:16]([C:17]2[CH:22]=[CH:21][C:20]([OH:23])=[CH:19][CH:18]=2)=[CH:15][CH:14]=[C:13]([OH:24])[CH:12]=1.[OH-:25].[K+]>[Br-].C([P+](CCCC)(CCCC)CCCC)CCC.O>[CH3:7][CH:6]1[C:3]([CH2:2][O:24][C:13]2[CH:12]=[CH:11][C:16]([C:17]3[CH:22]=[CH:21][C:20]([O:23][CH2:2][C:3]4([CH2:9][CH3:10])[CH:6]([CH3:7])[O:25][CH:4]4[CH3:8])=[CH:19][CH:18]=3)=[CH:15][CH:14]=2)([CH2:9][CH3:10])[CH:4]([CH3:8])[O:5]1 |f:2.3,4.5|. Procedure details: While stirring, 3-chloromethyl-3-ethyl-2,4-dimethyl-oxetane, 4,4′-bisphenol, and tetrabutylphosphonium bromide were heated to 80° C. An aqueous potassium hydroxide solution was dripped. The resulting mixture was heated to approximately 110° C. to start reflux. While refluxed, the reaction was allowed to proceed over 8 hours. After the reaction, the reaction mixture was cooled to room temperature. Subsequently, pure water was added and the resulting mixture was well stirred. Thereafter, deposits ... The reactants are CC1(OCCO1)C1=CC=C(S1)CN1N=CC(=N1)N (2-[5-(2-methyl-[1,3]dioxolan-2-yl)-thiophen-2-ylmethyl]-2H-[1,2,3]triazol-4-ylamine), FC(OC=1C=C(C=CC1)C1=C(N=CO1)C(=O)O)(F)F (5-(3-trifluoromethoxy-phenyl)-oxazole-4-carboxylic acid). Product: C(C)(=O)C1=CC=C(S1)CN1N=CC(=N1)NC(=O)C=1N=COC1C1=CC(=CC=C1)OC(F)(F)F (5-(3-Trifluoromethoxy-phenyl)-oxazole-4-carboxylic acid [2-(5-acetyl-thiophen-2-ylmethyl)-2H-[1,2,3]triazol-4-yl]-amide). RXN SMILES: [CH3:1][C:2]1([C:7]2[S:11][C:10]([CH2:12][N:13]3[N:17]=[C:16]([NH2:18])[CH:15]=[N:14]3)=[CH:9][CH:8]=2)[O:6]CCO1.[F:19][C:20]([F:37])([F:36])[O:21][C:22]1[CH:23]=[C:24]([C:28]2[O:32][CH:31]=[N:30][C:29]=2[C:33](O)=[O:34])[CH:25]=[CH:26][CH:27]=1>>[C:2]([C:7]1[S:11][C:10]([CH2:12][N:13]2[N:17]=[C:16]([NH:18][C:33]([C:29]3[N:30]=[CH:31][O:32][C:28]=3[C:24]3[CH:25]=[CH:26][CH:27]=[C:22]([O:21][C:20]([F:36])([F:19])[F:37])[CH:23]=3)=[O:34])[CH:15]=[N:14]2)=[CH:9][CH:8]=1)(=[O:6])[CH3:1]. Reported procedure: Following general procedure A followed by B, starting from 2-[5-(2-methyl-[1,3]dioxolan-2-yl)-thiophen-2-ylmethyl]-2H-[1,2,3]triazol-4-ylamine and 5-(3-trifluoromethoxy-phenyl)-oxazole-4-carboxylic acid.